This data is from the Open Reaction Database (ORD), a public repository of structured organic reaction records. The task is: describe an organic reaction: reactants, conditions, products, and yield Reactants: B(OC(C)C)(OC(C)C)OC(C)C (triisopropyl borate), 12.27, BrC1=CC=C2C=CC(=CC2=C1)C=1C2=CC=CC=C2C=2C=CC=CC2C1 (7-bromo-2-(9-phenanthrenyl)naphthalene), C(CCC)[Li] (n-butyllithium), CCCCCC (hexane), Cl (hydrochloric acid). Run in ClCCl (dichloromethane), C1CCOC1 (THF). Reaction conditions: temperature -70 celsius, time 8 hour. Yields the product C1=CC=CC=2C3=CC=CC=C3C(=CC12)C1=CC2=CC(=CC=C2C=C1)B(O)O (2-(9-phenanthrenyl)naphthalene-7-boronic acid). The yield is 85.0%. Reaction SMILES: BrC1C=C2C(C=CC([C:12]3[C:13]4[C:18]([C:19]5[CH:20]=[CH:21][CH:22]=[CH:23][C:24]=5[CH:25]=3)=[CH:17][CH:16]=[CH:15][CH:14]=4)=C2)=CC=1.[CH2:26]([Li])[CH2:27][CH2:28][CH3:29].[B:31](OC(C)C)([O:36]C(C)C)[O:32]C(C)C.Cl.[CH3:45][CH2:46][CH2:47][CH2:48][CH2:49][CH3:50]>ClCCl.C1COCC1>[CH:23]1[C:24]2[CH:25]=[C:12]([C:47]3[CH:46]=[CH:45][C:29]4[C:49](=[CH:50][C:26]([B:31]([OH:36])[OH:32])=[CH:27][CH:28]=4)[CH:48]=3)[C:13]3[C:18](=[CH:17][CH:16]=[CH:15][CH:14]=3)[C:19]=2[CH:20]=[CH:21][CH:22]=1. Procedure details: In argon atmosphere, a liquid mixture of 12.27 (32.01 mmol) of 7-bromo-2-(9-phenanthrenyl)naphthalene and 130 ml of dry THF was cooled to −70° C., and 24.8 ml (38.4 mmol) of a 1.56 M hexane solution of n-butyllithium was added dropwise under stirring. Further, the reaction mixture was stirred at −70° C. for 4 h. The reaction mixture was added dropwise with 18.06 g (96.04 mmol) of triisopropyl borate while maintaining the temperature at −60° C. or lower and then stirred for one hour. The reaction... As a reaction SMILES: Cl.[O:2]=[C:3]1[NH:7][C:6](=[O:8])[CH2:5][N:4]1[CH2:9][C:10]([OH:12])=O.[NH2:13][C@@H:14]([CH2:31][O:32][CH2:33][C:34]1[CH:39]=[CH:38][CH:37]=[CH:36][CH:35]=1)[C:15]([NH:17][C:18]1[CH:23]=[CH:22][C:21]([O:24][C:25]2[CH:30]=[CH:29][CH:28]=[CH:27][CH:26]=2)=[CH:20][CH:19]=1)=[O:16]>>[CH2:33]([O:32][CH2:31][C@H:14]([NH:13][C:10](=[O:12])[CH2:9][N:4]1[CH2:5][C:6](=[O:8])[NH:7][C:3]1=[O:2])[C:15]([NH:17][C:18]1[CH:19]=[CH:20][C:21]([O:24][C:25]2[CH:26]=[CH:27][CH:28]=[CH:29][CH:30]=2)=[CH:22][CH:23]=1)=[O:16])[C:34]1[CH:39]=[CH:38][CH:37]=[CH:36][CH:35]=1 |f:0.1|. Starting materials: Cl.O=C1N(CC(N1)=O)CC(=O)O (2-(2,4-dioxoimidazolidin-1-yl)acetic acid hydrochloride), N[C@H](C(=O)NC1=CC=C(C=C1)OC1=CC=CC=C1)COCC1=CC=CC=C1 ((S)-2-amino-3-(benzyloxy)-N-(4-phenoxyphenyl)propanamide). The product is Compound 201, C(C1=CC=CC=C1)OC[C@@H](C(=O)NC1=CC=C(C=C1)OC1=CC=CC=C1)NC(CN1C(NC(C1)=O)=O)=O ((S)-3-(benzyloxy)-2-(2-(2,4-dioxoimidazolidin-1-yl)acetamido)-N-(4-phenoxyphenyl)propanamide). Isolated yield 45.0%. Procedure: Proceeding as in Example 1, but substituting 2-(2,4-dioxoimidazolidin-1-yl)acetic acid hydrochloride and (S)-2-amino-3-(benzyloxy)-N-(4-phenoxyphenyl)propanamide, gave Compound 201, (S)-3-(benzyloxy)-2-(2-(2,4-dioxoimidazolidin-1-yl)acetamido)-N-(4-phenoxyphenyl)propanamide (54.1 mg, 45%). 1H-NMR (400 MHz, DMSO-D6): σ 10.62 (d, 1H), 10.15 (d, 1H), 8.47-8.41 (m, 1H), 7.83 (d, 1H), 7.65-7.61 (m, 2H), 7.39-7.26 (m, 6H), 7.10 (t, 1H), 7.02-6.96 (m, 4H), 4.73-4.66 (m, 1H), 4.53 (s, 2H), 4.25-4.20 (m,...